From a dataset of the Open Reaction Database (ORD), a public repository of structured organic reaction records. describe an organic reaction: reactants, conditions, products, and yield Reaction SMILES: [C:1](=[O:2])([O:3][C:4]([CH3:5])([CH3:6])[CH3:7])[NH:8][CH:9]([CH2:10][c:11]1[cH:12][cH:13][cH:14][cH:15][cH:16]1)[C:17](=[O:18])[OH:19].[CH2:20]([CH3:21])[O:22][C:23](=[O:24])[C:25]1([NH2:37])[CH:26]2[CH:27]([C:32](=[O:33])[O:34][CH2:35][CH3:36])[CH:28]2[CH:29]([OH:31])[CH2:30]1>>[C:1](=[O:2])([O:3][C:4]([CH3:5])([CH3:6])[CH3:7])[NH:8][CH:9]([CH2:10][c:11]1[cH:12][cH:13][cH:14][cH:15][cH:16]1)[C:17](=[O:19])[NH:37][C:25]1([C:23]([O:22][CH2:20][CH3:21])=[O:24])[CH:26]2[CH:27]([C:32](=[O:33])[O:34][CH2:35][CH3:36])[CH:28]2[CH:29]([OH:31])[CH2:30]1. Yields the product CCOC(=O)C1C2C(O)CC(NC(=O)C(Cc3ccccc3)NC(=O)OC(C)(C)C)(C(=O)OCC)C12. The reactants are CC(C)(C)OC(=O)NC(Cc1ccccc1)C(=O)O, CCOC(=O)C1C2C(O)CC(N)(C(=O)OCC)C12.